Dataset: the Open Reaction Database (ORD), a public repository of structured organic reaction records. Task: describe an organic reaction: reactants, conditions, products, and yield The reactants are CC(C(C)(C)O1)(C)OB1C2=CN=C(C=CC=N3)C3=C2, BrC1=CC2=C(C=C1)C=CN2. Reagents/catalysts: CC(C)(C)C1=CC=C(C=C1)C2=CC=C(C=C2)C(C)(C)C, C(=O)([O-])[O-].[Na+].[Na+], C1=CC=C(C=C1)P(C2=CC=CC=C2)C3=CC=CC=C3.C1=CC=C(C=C1)P(C2=CC=CC=C2)C3=CC=CC=C3.C1=CC=C(C=C1)P(C2=CC=CC=C2)C3=CC=CC=C3.C1=CC=C(C=C1)P(C2=CC=CC=C2)C3=CC=CC=C3.[Pd]. Solvent: COCCOC, O (water), COCCOC. Run at temperature 85 celsius, time 24 hour. The product is C12=C(NC=C2)C=C(C3=CN=C4C=CC=NC4=C3)C=C1. Isolated yield 60.0%. The reactants are C(C1=CC=CC=C1)OC1=C(C=C(C=C1)Cl)[C@H]1[C@@H](CCCC1)O (trans-2-(2'-benzyloxy-5'-chlorophenyl)cyclohexanol), C([O-])(O)=O.[Na+] (sodium bicarbonate), ClCC(=O)Cl (chloracetyl chloride), C(C)(=O)OCC (ethyl acetate). Reagents/catalysts: CN(C1=CC=NC=C1)C (4-dimethylaminopyridine). The solvent is C(Cl)Cl (methylenechloride), CCCCCC (hexane). Reaction conditions: time 4 hour. Yields the product ClCC(=O)O[C@H]1[C@@H](CCCC1)C1=C(C=CC(=C1)Cl)OCC1=CC=CC=C1 (trans-2-(2'-benzyloxy-5'-chlorophenyl)cyclohexyl chloroacetate). Yield: 118.7%. As a reaction SMILES: [CH2:1]([O:8][C:9]1[CH:14]=[CH:13][C:12]([Cl:15])=[CH:11][C:10]=1[C@@H:16]1[CH2:21][CH2:20][CH2:19][CH2:18][C@H:17]1[OH:22])[C:2]1[CH:7]=[CH:6][CH:5]=[CH:4][CH:3]=1.[Cl:23][CH2:24][C:25](Cl)=[O:26].C(OCC)(=O)C.C(=O)(O)[O-].[Na+]>C(Cl)Cl.CN(C)C1C=CN=CC=1.CCCCCC>[Cl:23][CH2:24][C:25]([O:22][C@@H:17]1[CH2:18][CH2:19][CH2:20][CH2:21][C@H:16]1[C:10]1[CH:11]=[C:12]([Cl:15])[CH:13]=[CH:14][C:9]=1[O:8][CH2:1][C:2]1[CH:3]=[CH:4][CH:5]=[CH:6][CH:7]=1)=[O:26] |f:3.4|. Reported procedure: In a 1 L round bottom flask equipped with a magnetic stirrer, thermometer and condenser is placed 50 g (0.15 mol) of trans-2-(2'-benzyloxy-5'-chlorophenyl)cyclohexanol. This is dissolved in 200 ml of methylenechloride, and then 18 g (0.16 mol) of chloracetyl chloride is added followed by 0.14 g (0.001 mol) of 4-dimethylaminopyridine. The mixture is heated to reflux and monitored by TLC (20% ethyl acetate, hexane). After 4 hours TLC shows the reaction to be complete, it is cooled to room temperat... Reactants: Cc1nc(CSc2nc(Cl)c3sc(N)nc3n2)cs1, CC(C)(N)CO. As a reaction SMILES: [Cl:1][c:2]1[c:3]2[c:4]([n:5][c:6]([S:8][CH2:9][c:10]3[n:11][c:12]([CH3:15])[s:13][cH:14]3)[n:7]1)[n:16][c:17]([NH2:19])[s:18]2.[NH2:20][C:21]([CH2:22][OH:23])([CH3:24])[CH3:25]>>[c:2]1([NH:20][C:21]([CH2:22][OH:23])([CH3:24])[CH3:25])[c:3]2[c:4]([n:5][c:6]([S:8][CH2:9][c:10]3[n:11][c:12]([CH3:15])[s:13][cH:14]3)[n:7]1)[n:16][c:17]([NH2:19])[s:18]2. Yields the product Cc1nc(CSc2nc(NC(C)(C)CO)c3sc(N)nc3n2)cs1. The reactants are O=C(O)CCCCCCCBr, ClCCl, CN(C)C=O, O=S(Cl)Cl. Product: O=C(Cl)CCCCCCCBr. Reaction SMILES: [Br:1][CH2:2][CH2:3][CH2:4][CH2:5][CH2:6][CH2:7][CH2:8][C:9](=[O:10])[OH:11].[Cl:21][CH2:22][Cl:23].[O:16]=[CH:17][N:18]([CH3:19])[CH3:20].[S:12]([Cl:13])([Cl:14])=[O:15]>>[Br:1][CH2:2][CH2:3][CH2:4][CH2:5][CH2:6][CH2:7][CH2:8][C:9](=[O:11])[Cl:14]. Starting materials: C(C)(C)(C)C=1OC(=C(N1)CCl)C (2-tert-butyl-4-chloromethyl-5-methyl-oxazole), C([O-])([O-])=O.[Cs+].[Cs+] (cesium carbonate), [I-].[K+] (potassium iodide), COC([C@H](CC1=C(C=C(C=C1C)O)C)OCC)=O ((2S)-2-ethoxy-3-(4-hydroxy-2,6-dimethyl-phenyl)-propionic acid methyl ester). The product is COC([C@H](CC1=C(C=C(C=C1C)OCC=1N=C(OC1C)C(C)(C)C)C)OCC)=O ((S)-3-[4-(2-tert-butyl-5-methyl-oxazol-4-ylmethoxy)-2,6-dimethyl-phenyl]-2-ethoxy-propionic acid methyl ester). RXN SMILES: [CH3:1][O:2][C:3](=[O:18])[C@@H:4]([O:15][CH2:16][CH3:17])[CH2:5][C:6]1[C:11]([CH3:12])=[CH:10][C:9]([OH:13])=[CH:8][C:7]=1[CH3:14].[C:19]([C:23]1[O:24][C:25]([CH3:30])=[C:26]([CH2:28]Cl)[N:27]=1)([CH3:22])([CH3:21])[CH3:20].C(=O)([O-])[O-].[Cs+].[Cs+].[I-].[K+]>>[CH3:1][O:2][C:3](=[O:18])[C@@H:4]([O:15][CH2:16][CH3:17])[CH2:5][C:6]1[C:11]([CH3:12])=[CH:10][C:9]([O:13][CH2:28][C:26]2[N:27]=[C:23]([C:19]([CH3:22])([CH3:21])[CH3:20])[O:24][C:25]=2[CH3:30])=[CH:8][C:7]=1[CH3:14] |f:2.3.4,5.6|. Procedure: In analogy to the procedure described in example 46 c], (2S)-2-ethoxy-3-(4-hydroxy-2,6-dimethyl-phenyl)-propionic acid methyl ester was reacted with 2-tert-butyl-4-chloromethyl-5-methyl-oxazole (example 1, step b]) in the presence of cesium carbonate and potassium iodide to yield (S)-3-[4-(2-tert-butyl-5-methyl-oxazol-4-ylmethoxy)-2,6-dimethyl-phenyl]-2-ethoxy-propionic acid methyl ester as colorless liquid.